This data is from the Open Reaction Database (ORD), a public repository of structured organic reaction records. The task is: describe an organic reaction: reactants, conditions, products, and yield Starting materials: [Si](C1=CC=CC=C1)(C1=CC=CC=C1)(C(C)(C)C)OC(C)C1=NN(N=C1)C[C@H]1NC([C@H]1NC([O-])=O)=O (((2R,3S)-2-((4-(1-((tert-butyldiphenylsilyl)oxy)ethyl)-2H-1,2,3-triazol-2-yl)methyl)-4-oxoazetidin-3-yl)carbamate), CCCC[N+](CCCC)(CCCC)CCCC.[F-] (TBAF), C1CCOC1 (THF). Conditions: time 3 hour. Yields the product OC(C)C1=NN(N=C1)C[C@H]1NC([C@H]1NC(OCC1=CC=CC=C1)=O)=O (Benzyl ((2R,3S)-2-((4-(1-hydroxyethyl)-2H-1,2,3-triazol-2-yl)methyl)-4-oxoazetidin-3-yl)carbamate). The yield is 56.0%. Reaction SMILES: [Si]([O:18][CH:19]([C:21]1[CH:25]=[N:24][N:23]([CH2:26][C@@H:27]2[C@H:30]([NH:31][C:32](=[O:34])[O-:33])[C:29](=[O:35])[NH:28]2)[N:22]=1)[CH3:20])(C(C)(C)C)(C1C=CC=CC=1)C1C=CC=CC=1.[CH3:36][CH2:37][CH2:38]C[N+](CCCC)(CCCC)CCCC.[F-].[CH2:54]1[CH2:58]O[CH2:56][CH2:55]1>>[OH:18][CH:19]([C:21]1[CH:25]=[N:24][N:23]([CH2:26][C@@H:27]2[C@H:30]([NH:31][C:32](=[O:34])[O:33][CH2:56][C:55]3[CH:38]=[CH:37][CH:36]=[CH:58][CH:54]=3)[C:29](=[O:35])[NH:28]2)[N:22]=1)[CH3:20] |f:1.2|. Reported procedure: A mixture of ((2R,3S)-2-((4-(1-((tert-butyldiphenylsilyl)oxy)ethyl)-2H-1,2,3-triazol-2-yl)methyl)-4-oxoazetidin-3-yl)carbamate (1.35 g, 2.31 mmol) and TBAF (1 M in THF, 4.63 ml, 4.63 mmol) in THF (23 ml) was stirred at room temperature 3 h. The solvent was removed and the residue was purified via silica gel chromatography (EtOAc-Heptane) to afford the title compound (450 mg, 56%) as a light yellow solid. LCMS: Rt=0.53 min, m/z=346.1 (M+1) Method 2m_acidic. Reactants: NCCC(=O)OCC(=O)OC1CCCCC1, CCN(C(C)C)C(C)C, O=C(O)c1cccc(S(=O)(=O)Cl)c1, ClCCl. Product: O=C(CCNS(=O)(=O)c1cccc(C(=O)O)c1)OCC(=O)OC1CCCCC1. As a reaction SMILES: [CH:1]1([O:7][C:8](=[O:9])[CH2:10][O:11][C:12]([CH2:13][CH2:14][NH2:15])=[O:16])[CH2:2][CH2:3][CH2:4][CH2:5][CH2:6]1.[CH:30]([N:31]([CH2:32][CH3:33])[CH:34]([CH3:35])[CH3:36])([CH3:37])[CH3:38].[Cl:17][S:18](=[O:19])(=[O:20])[c:21]1[cH:22][c:23]([C:24](=[O:25])[OH:26])[cH:27][cH:28][cH:29]1.[Cl:39][CH2:40][Cl:41]>>[CH:1]1([O:7][C:8](=[O:9])[CH2:10][O:11][C:12]([CH2:13][CH2:14][NH:15][S:18](=[O:19])(=[O:20])[c:21]2[cH:22][c:23]([C:24](=[O:25])[OH:26])[cH:27][cH:28][cH:29]2)=[O:16])[CH2:2][CH2:3][CH2:4][CH2:5][CH2:6]1. Solvent: O (water). Yields the product CC=1N(C(=CC1)C)C=1C=C(C(=O)O)C=CC1 (3-(2,5-dimethylpyrrol-1-yl)benzoic acid). Isolated yield 89.7%. The reagents and catalysts are C1(=CC=C(C=C1)S(=O)(=O)O)C (p-toluenesulfonic acid). RXN SMILES: [NH2:1][C:2]1[CH:3]=[C:4]([CH:8]=[CH:9][CH:10]=1)[C:5]([OH:7])=[O:6].[CH2:11]([CH2:15][C:16](=O)[CH3:17])[C:12]([CH3:14])=O.C1(C)C=CC=CC=1>C1(C)C=CC(S(O)(=O)=O)=CC=1.O>[CH3:17][C:16]1[N:1]([C:2]2[CH:3]=[C:4]([CH:8]=[CH:9][CH:10]=2)[C:5]([OH:7])=[O:6])[C:12]([CH3:14])=[CH:11][CH:15]=1. Procedure: In a reaction vessel equipped with a Dean-Stark trap was placed 13.7 grams (0.10 mole) of 3-aminobenzoic acid, 11.4 grams (0.10 mole) of acetonylacetone, 0.10 gram of p-toluenesulfonic acid and 150 ml of toluene. The stirred reaction mixture was heated under reflux for 15.5 hours during which time the theoretical amount of by-product water was collected in the Dean-Stark trap. The reaction mixture was cooled and placed in a separatory funnel where it was washed with two portions of 50 ml each of... The reactants are NC=1C=C(C(=O)O)C=CC1 (3-aminobenzoic acid), C(C(=O)C)CC(C)=O (acetonylacetone), C1(=CC=CC=C1)C (toluene).